This data is from the Open Reaction Database (ORD), a public repository of structured organic reaction records. The task is: describe an organic reaction: reactants, conditions, products, and yield Starting materials: ClCCl, CC(C)c1cc(O)cc2c1C(=O)N(CSc1ccccc1)S2(=O)=O, O=S(=O)(Cl)Cl. The product is CC(C)c1cc(O)cc2c1C(=O)N(CCl)S2(=O)=O. Reaction SMILES: [CH2:30]([Cl:31])[Cl:32].[CH:1]([CH3:2])([CH3:3])[c:4]1[c:5]2[c:11]([cH:12][c:13]([OH:15])[cH:14]1)[S:8](=[O:9])(=[O:10])[N:7]([CH2:16][S:17][c:18]1[cH:19][cH:20][cH:21][cH:22][cH:23]1)[C:6]2=[O:24].[S:25]([Cl:26])(=[O:27])([Cl:28])=[O:29]>>[CH:1]([CH3:2])([CH3:3])[c:4]1[c:5]2[c:11]([cH:12][c:13]([OH:15])[cH:14]1)[S:8](=[O:9])(=[O:10])[N:7]([CH2:16][Cl:28])[C:6]2=[O:24]. Reactants: CN(C=O)C (N,N-dimethylformamide), NC1=C(C=C(C(=N1)N1C=C(C(C2=CC(=C(C(=C12)Cl)F)F)=O)C(=O)O)Cl)F (1-(6-amino-3-chloro-5-fluoropyridine-2-yl)-8-chloro-6,7-difluoro-4-oxo-1,4-dihydroquinoline-3-carboxylic acid), Cl.Cl.NC1CNC1 (3-aminoazetidine dihydrochloride), CN1C(CCC1)=O (N-methylpyrrolidone). Solvent: C(C)O (ethanol). Run at temperature 90 celsius, time 30 minute. Yields the product NC1CN(C1)C1=C(C=C2C(C(=CN(C2=C1Cl)C1=NC(=C(C=C1Cl)F)N)C(=O)O)=O)F (7-(3-aminoazetidine-1-yl)-1-(6-amino-3-chloro-5-fluoropyridine-2-yl)-8-chloro-6-fluoro-4-oxo-1,4-dihydroquinoline-3-carboxylic acid). Isolated yield 84.2%. Reaction SMILES: CN(C)C=O.[NH2:6][C:7]1[N:12]=[C:11]([N:13]2[C:22]3[C:17](=[CH:18][C:19]([F:25])=[C:20](F)[C:21]=3[Cl:23])[C:16](=[O:26])[C:15]([C:27]([OH:29])=[O:28])=[CH:14]2)[C:10]([Cl:30])=[CH:9][C:8]=1[F:31].Cl.Cl.[NH2:34][CH:35]1[CH2:38][NH:37][CH2:36]1.CN1CCCC1=O>C(O)C>[NH2:34][CH:35]1[CH2:38][N:37]([C:20]2[C:21]([Cl:23])=[C:22]3[C:17]([C:16](=[O:26])[C:15]([C:27]([OH:29])=[O:28])=[CH:14][N:13]3[C:11]3[C:10]([Cl:30])=[CH:9][C:8]([F:31])=[C:7]([NH2:6])[N:12]=3)=[CH:18][C:19]=2[F:25])[CH2:36]1 |f:2.3.4|. Reported procedure: To 300 mg of N,N-dimethylformamide were added 100 mg of 1-(6-amino-3-chloro-5-fluoropyridine-2-yl)-8-chloro-6,7-difluoro-4-oxo-1,4-dihydroquinoline-3-carboxylic acid, 70 mg of 3-aminoazetidine dihydrochloride, and 150 mg of N-methylpyrrolidone, and the mixture was stirred at 90° C. for 30 minutes. After adding 0.3 ml of ethanol, the mixture was allowed to cool, and the precipitate was collected by filtration and washed with ethanol and diisopropylether successively to obtain 95 mg of the title c... Starting materials: O=C([O-])O, OCCO, Cc1ccccc1, N#Cc1ccc(C=O)cc1, [Na+], O, Cc1ccc(S(=O)(=O)O)cc1. Yields the product N#Cc1ccc(C2OCCO2)cc1. As a reaction SMILES: [C:27](=[O:28])([OH:29])[O-:30].[CH2:11]([CH2:12][OH:13])[OH:14].[CH3:32][c:33]1[cH:34][cH:35][cH:36][cH:37][cH:38]1.[CH:1](=[O:2])[c:3]1[cH:4][cH:5][c:6]([C:7]#[N:8])[cH:9][cH:10]1.[Na+:31].[OH2:15].[c:16]1([CH3:17])[cH:18][cH:19][c:20]([S:21]([OH:22])(=[O:23])=[O:24])[cH:25][cH:26]1>>[CH:1]1([c:3]2[cH:4][cH:5][c:6]([C:7]#[N:8])[cH:9][cH:10]2)[O:2][CH2:11][CH2:12][O:13]1. Reactants: CC(=O)O, N#CC(O)c1ccc2oc(-c3ccccc3)nc2c1, [Pd]. Product: O=C(O)Cc1ccc2oc(-c3ccccc3)nc2c1. Reaction SMILES: [CH3:20][C:21]([OH:22])=[O:23].[OH:1][CH:2]([C:3]#[N:4])[c:5]1[cH:6][cH:7][c:8]2[c:9]([n:10][c:11](-[c:13]3[cH:14][cH:15][cH:16][cH:17][cH:18]3)[o:12]2)[cH:19]1.[Pd:24]>>[c:5]1([CH2:20][C:21]([OH:22])=[O:23])[cH:6][cH:7][c:8]2[c:9]([n:10][c:11](-[c:13]3[cH:14][cH:15][cH:16][cH:17][cH:18]3)[o:12]2)[cH:19]1. Reactants: ClCCl, CC1(C)CCOc2ccc(C#Cc3ccc(CO)cn3)cc21, CC(=O)O, CN(C)c1ccncc1, C(=NC1CCCCC1)=NC1CCCCC1. Product: CC(=O)OCc1ccc(C#Cc2ccc3c(c2)C(C)(C)CCO3)nc1. Reaction SMILES: [CH2:51]([Cl:52])[Cl:53].[CH3:1][C:2]1([CH3:22])[CH2:3][CH2:4][O:5][c:6]2[cH:7][cH:8][c:9]([C:12]#[C:13][c:14]3[n:15][cH:16][c:17]([CH2:20][OH:21])[cH:18][cH:19]3)[cH:10][c:11]21.[CH3:23][C:24]([OH:25])=[O:26].[CH3:42][N:43]([CH3:44])[c:45]1[cH:46][cH:47][n:48][cH:49][cH:50]1.[CH:27]1([N:28]=[C:29]=[N:30][CH:31]2[CH2:32][CH2:33][CH2:34][CH2:35][CH2:36]2)[CH2:37][CH2:38][CH2:39][CH2:40][CH2:41]1>>[CH3:1][C:2]1([CH3:22])[CH2:3][CH2:4][O:5][c:6]2[cH:7][cH:8][c:9]([C:12]#[C:13][c:14]3[n:15][cH:16][c:17]([CH2:20][O:21][C:24]([CH3:23])=[O:25])[cH:18][cH:19]3)[cH:10][c:11]21. The reactants are CC(C)(C)c1ccc(O)c(C(C)(C)C)c1, C[N+](C)(C)Cc1ccccc1, COC(=O)C#CC(=O)OC, [OH-]. Product: COC(=O)C=C(Oc1ccc(C(C)(C)C)cc1C(C)(C)C)C(=O)OC. Reaction SMILES: [C:1]([CH3:2])([CH3:3])([CH3:4])[c:5]1[c:6]([OH:15])[cH:7][cH:8][c:9]([C:11]([CH3:12])([CH3:13])[CH3:14])[cH:10]1.[CH2:27]([N+:28]([CH3:29])([CH3:30])[CH3:31])[c:32]1[cH:33][cH:34][cH:35][cH:36][cH:37]1.[CH3:16][O:17][C:18](=[O:19])[C:20]#[C:21][C:22](=[O:23])[O:24][CH3:25].[OH-:26]>>[C:1]([CH3:2])([CH3:3])([CH3:4])[c:5]1[c:6]([O:15][C:20]([C:18]([O:17][CH3:16])=[O:19])=[CH:21][C:22](=[O:23])[O:24][CH3:25])[cH:7][cH:8][c:9]([C:11]([CH3:12])([CH3:13])[CH3:14])[cH:10]1. Procedure details: 3-Benzoyl-1-(4-chloro-butyl)-5-iodo-1H-pyrimidine-2,4-dione (Prep129, 614 mg, 1.42 mmol) was dissolved in degassed DME-water solution (5-1, 35 ml). 2-Fluoro-pyridine 3-boronic acid (250 mg, 1.77 mmol), Na2CO3 (301 mg, 2.84 mmol), 2-(dicyclohexylphosphino)biphenyl (99 mg, 0.28 mmol) and Pd(PPh3)4 (328 mg, 0.28 mmol) were added and the mixture was refluxed for 3 hours. The solvents were evaporated under vacuum and the crude was partitioned between ethyl acetate and water. The organic phase was dri... The reagents and catalysts are C=1C=CC(=CC1)[P](C=2C=CC=CC2)(C=3C=CC=CC3)[Pd]([P](C=4C=CC=CC4)(C=5C=CC=CC5)C=6C=CC=CC6)([P](C=7C=CC=CC7)(C=8C=CC=CC8)C=9C=CC=CC9)[P](C=1C=CC=CC1)(C=1C=CC=CC1)C=1C=CC=CC1 (Pd(PPh3)4). The solvent is COCCOC.O (DME water). Isolated yield 54.3%. Starting materials: C(C1=CC=CC=C1)(=O)N1C(N(C=C(C1=O)I)CCCCCl)=O (3-Benzoyl-1-(4-chloro-butyl)-5-iodo-1H-pyrimidine-2,4-dione), FC1=NC=CC=C1B(O)O (2-Fluoro-pyridine 3-boronic acid), C(=O)([O-])[O-].[Na+].[Na+] (Na2CO3), C1(CCCCC1)P(C1=C(C=CC=C1)C1=CC=CC=C1)C1CCCCC1 (2-(dicyclohexylphosphino)biphenyl). Product: C(C1=CC=CC=C1)(=O)N1C(N(C=C(C1=O)C=1C(=NC=CC1)F)CCCCCl)=O (3-Benzoyl-1-(4-chloro-butyl)-5-(2-fluoro-pyridin-3-yl)-1H-pyrimidine-2, 4-dione). Reaction SMILES: [C:1]([N:9]1[C:14](=[O:15])[C:13](I)=[CH:12][N:11]([CH2:17][CH2:18][CH2:19][CH2:20][Cl:21])[C:10]1=[O:22])(=[O:8])[C:2]1[CH:7]=[CH:6][CH:5]=[CH:4][CH:3]=1.[F:23][C:24]1[C:29](B(O)O)=[CH:28][CH:27]=[CH:26][N:25]=1.C([O-])([O-])=O.[Na+].[Na+].C1(P(C2CCCCC2)C2C=CC=CC=2C2C=CC=CC=2)CCCCC1>COCCOC.O.C1C=CC([P]([Pd]([P](C2C=CC=CC=2)(C2C=CC=CC=2)C2C=CC=CC=2)([P](C2C=CC=CC=2)(C2C=CC=CC=2)C2C=CC=CC=2)[P](C2C=CC=CC=2)(C2C=CC=CC=2)C2C=CC=CC=2)(C2C=CC=CC=2)C2C=CC=CC=2)=CC=1>[C:1]([N:9]1[C:14](=[O:15])[C:13]([C:29]2[C:24]([F:23])=[N:25][CH:26]=[CH:27][CH:28]=2)=[CH:12][N:11]([CH2:17][CH2:18][CH2:19][CH2:20][Cl:21])[C:10]1=[O:22])(=[O:8])[C:2]1[CH:7]=[CH:6][CH:5]=[CH:4][CH:3]=1 |f:2.3.4,6.7,^1:74,76,95,114|.